Dataset: the Open Reaction Database (ORD), a public repository of structured organic reaction records. Task: describe an organic reaction: reactants, conditions, products, and yield The reactants are BrC1=CC(=C(C=C1)NC=1C(=CC2=C(N=CN2CCS(=O)(=O)C)C1F)C=O)Cl (6-(4-Bromo-2-chloro-phenylamino)-7-fluoro-3-(2-methanesulfonyl-ethyl)-3H-benzoimidazole-5-carbaldehyde), C1CCOC1 (THF), S(=O)(=O)(C1=CC=C(C)C=C1)C[N+]#[C-] (tosylmethyl isocyanide), S(=O)(=O)(C1=CC=C(C)C=C1)C[N+]#[C-] (tosylmethyl isocyanide), [C-]#N.[Na+] (NaCN). Run in CCO (EtOH). Conditions: time 2 hour. Product: BrC1=CC(=C(C=C1)NC1=C(C2=C(N(C=N2)CCS(=O)(=O)C)C=C1C1C(N=CO1)S(=O)(=O)C1=CC=C(C=C1)C)F)Cl ((4-Bromo-2-chloro-phenyl)-{4-fluoro-1-(2-methanesulfonyl-ethyl)-6-[4-(toluene-4-sulfonyl)-4,5-dihydro-oxazol-5-yl]-1H-benzoimidazol-5-yl}-amine). As a reaction SMILES: [Br:1][C:2]1[CH:7]=[CH:6][C:5]([NH:8][C:9]2[C:10]([CH:25]=[O:26])=[CH:11][C:12]3[N:16]([CH2:17][CH2:18][S:19]([CH3:22])(=[O:21])=[O:20])[CH:15]=[N:14][C:13]=3[C:23]=2[F:24])=[C:4]([Cl:27])[CH:3]=1.[S:28]([CH2:38][N+:39]#[C-:40])([C:31]1[CH:37]=[CH:36][C:34]([CH3:35])=[CH:33][CH:32]=1)(=[O:30])=[O:29].[C-]#N.[Na+].C1COCC1>CCO>[Br:1][C:2]1[CH:7]=[CH:6][C:5]([NH:8][C:9]2[C:10]([CH:25]3[O:26][CH:40]=[N:39][CH:38]3[S:28]([C:31]3[CH:37]=[CH:36][C:34]([CH3:35])=[CH:33][CH:32]=3)(=[O:30])=[O:29])=[CH:11][C:12]3[N:16]([CH2:17][CH2:18][S:19]([CH3:22])(=[O:21])=[O:20])[CH:15]=[N:14][C:13]=3[C:23]=2[F:24])=[C:4]([Cl:27])[CH:3]=1 |f:2.3|. Procedure: 6-(4-Bromo-2-chloro-phenylamino)-7-fluoro-3-(2-methanesulfonyl-ethyl)-3H-benzoimidazole-5-carbaldehyde 10z (0.050 g, 0.107 mmol) is suspended in EtOH (0.5 mL) under N2 and tosylmethyl isocyanide (0.020 g, 0.105 mmol) is added followed by catalytic NaCN (˜1 mg). After 2 hours, 2 mL THF is added to assist with solubility. After stirring for 16 hours at room temperature, a second equivalent of tosylmethyl isocyanide (0.020 g, 0.105 mmol) is added. After 8 hours, the reaction mixture is concentrated... Starting materials: C1(=CC=CC=C1)C(S[C@H](CNC(=O)OC(C)(C)C)C1=CC=CC=C1)=O (S-[(1S)-2-[[(1,1-Dimethylethoxy)carbonyl]amino]-1-phenylethyl] benzenecarbothioate). Solvent: N (ammonia), CO (methanol). Reaction conditions: time 2 hour. Yields the product C(#N)C=1SC(=CC1S[C@H](CNC(OC(C)(C)C)=O)C1=CC=CC=C1)C (1,1-Dimethylethyl [(2S)-2-[(2-cyano-5-methyl-3-thienyl)thio]-2-phenylethyl]carbamate). Isolated yield 59.1%. RXN SMILES: [C:1]1([C:7](=O)[S:8][C@@H:9]([C:19]2[CH:24]=[CH:23][CH:22]=[CH:21][CH:20]=2)[CH2:10][NH:11][C:12]([O:14][C:15]([CH3:18])([CH3:17])[CH3:16])=[O:13])[CH:6]=[CH:5]C=CC=1>N.CO>[C:10]([C:9]1[S:8][C:6]([CH3:5])=[CH:1][C:7]=1[S:8][C@@H:9]([C:19]1[CH:20]=[CH:21][CH:22]=[CH:23][CH:24]=1)[CH2:10][NH:11][C:12](=[O:13])[O:14][C:15]([CH3:16])([CH3:17])[CH3:18])#[N:11]. Procedure: S-[(1S)-2-[[(1,1-Dimethylethoxy)carbonyl]amino]-1-phenylethyl] benzenecarbothioate (210 mg) was dissolved in 7M ammonia in methanol (10 ml) and stirred under nitrogen for 2 h. The solution was evaporated to dryness and the residue dissolved in dry DMF (10 ml). To this solution was added the product from step (a) (120 mg) followed by caesium carbonate (195 mg). The reaction mixture was stirred for 24 h, poured into water and extracted with ethyl acetate (3×50 ml). The combined organic layers were... Reactants: C1(=CC=CC=C1)P(C1=CC=CC=C1)C1=CC=CC=C1 (Triphenylphosphine), N1(N=NC=C1)CCO (2-(1,2,3-triazol-1-yl)ethanol), OC1=C(C=C2C(N(C=NC2=C1)COC(C(C)(C)C)=O)=O)OC (7-hydroxy-6-methoxy-3-((pivaloyloxy)methyl)-3,4-dihydroquinazolin-4-one), N(=NC(=O)OCC)C(=O)OCC (diethyl azodicarboxylate). The solvent is C(Cl)Cl (methylene chloride). Conditions: time 2 hour. The product is COC=1C=C2C(N(C=NC2=CC1OCCN1N=NC=C1)COC(C(C)(C)C)=O)=O (6-methoxy-3-((pivaloyloxy)methyl)-7-(2-(1,2,3-triazol-1-yl)ethoxy)-3,4-dihydroquinazolin-4-one). Isolated yield 276.8%. RXN SMILES: C1(P(C2C=CC=CC=2)C2C=CC=CC=2)C=CC=CC=1.[N:20]1([CH2:25][CH2:26][OH:27])[CH:24]=[CH:23][N:22]=[N:21]1.O[C:29]1[CH:38]=[C:37]2[C:32]([C:33](=[O:47])[N:34]([CH2:39][O:40][C:41](=[O:46])[C:42]([CH3:45])([CH3:44])[CH3:43])[CH:35]=[N:36]2)=[CH:31][C:30]=1[O:48][CH3:49].N(C(OCC)=O)=NC(OCC)=O>C(Cl)Cl>[CH3:49][O:48][C:30]1[CH:31]=[C:32]2[C:37](=[CH:38][C:29]=1[O:27][CH2:26][CH2:25][N:20]1[CH:24]=[CH:23][N:22]=[N:21]1)[N:36]=[CH:35][N:34]([CH2:39][O:40][C:41](=[O:46])[C:42]([CH3:43])([CH3:44])[CH3:45])[C:33]2=[O:47]. Procedure: Triphenylphosphine (2.82 g, 10.7 mmol) was added to a solution of 2-(1,2,3-triazol-1-yl)ethanol (609 mg, 5.4 mmol), (J. Antib. 1993, 46, 177), and 7-hydroxy-6-methoxy-3-((pivaloyloxy)methyl)-3,4-dihydroquinazolin-4-one (1.1 g, 3.6 mmol), (prepared as described for the starting material in Example 7), in methylene chloride (70 ml), diethyl azodicarboxylate (600 μl, 10.7 mmol) was then added. After stirring for 2 hours at ambient temperature, the volatiles were removed by evaporation and the resid... Starting materials: C(C)(=O)OC(C)=O (Acetic anhydride), Cl.Cl.C(C1=CC=CC=C1)N1C=NC=2N=C(NC(C12)=O)N (7-benzylguanine dihydrochloride), C(O)([O-])=O.[Na+] (sodium hydrogencarbonate), 1-N, [OH-].[Na+] (sodium hydroxide). The reagents and catalysts are O.C1(=CC=C(C=C1)S(=O)(=O)O)C (p-toluenesulfonic acid monohydrate). Run in C(C)(=O)O (acetic acid), O (Water). Product: C(C)(=O)NC=1NC(C=2N(C=NC2N1)CC1=CC=CC=C1)=O (N2-acetyl-7-benzylguanine). The yield is 95.7%. As a reaction SMILES: C(O[C:5](=[O:7])[CH3:6])(=O)C.Cl.Cl.[CH2:10]([N:17]1[C:25]2[C:24](=[O:26])[NH:23][C:22]([NH2:27])=[N:21][C:20]=2[N:19]=[CH:18]1)[C:11]1[CH:16]=[CH:15][CH:14]=[CH:13][CH:12]=1.C(=O)([O-])O.[Na+].[OH-].[Na+]>C(O)(=O)C.O.C1(C)C=CC(S(O)(=O)=O)=CC=1.O>[C:24]([NH:23][C:22]1[NH:27][C:5](=[O:7])[C:6]2[N:17]([CH2:10][C:11]3[CH:12]=[CH:13][CH:14]=[CH:15][CH:16]=3)[CH:18]=[N:19][C:20]=2[N:21]=1)(=[O:26])[CH3:25] |f:1.2.3,4.5,6.7,9.10|. Procedure details: Acetic anhydride (4.44 ml, 45.1 mmols) and 132.8 mg (0.598 mmols) of p-toluenesulfonic acid monohydrate were added to a solution of 4.37 g (13.9 mmols) of 7-benzylguanine dihydrochloride in 9 ml of acetic acid. The mixture was reacted at 105° C. for 3 hours, and then allowed to cool. Water (180 ml) was poured into the reaction solution, and 150 ml of a 5-% sodium hydrogencarbonate aqueous solution and 100 ml of a 1−N sodium hydroxide aqueous solution were added thereto to adjust the pH to 5.3. C... Reactants: COC(=O)N(CC(=O)OC(C)(C)C)S(=O)(=O)c1ccc(N2CCC(=O)CC2)cc1, CS(=O)(=O)Nc1cc(C(O)CN)ccc1O. Yields the product COC(=O)N(CC(=O)OC(C)(C)C)S(=O)(=O)c1ccc(N2CCC(NCC(O)c3ccc(O)c(NS(C)(=O)=O)c3)CC2)cc1. Reaction SMILES: [CH3:1][O:2][C:3](=[O:4])[N:5]([S:6](=[O:7])(=[O:8])[c:9]1[cH:10][cH:11][c:12]([N:15]2[CH2:16][CH2:17][C:18](=[O:21])[CH2:19][CH2:20]2)[cH:13][cH:14]1)[CH2:22][C:23](=[O:24])[O:25][C:26]([CH3:27])([CH3:28])[CH3:29].[NH2:30][CH2:31][CH:32]([OH:33])[c:34]1[cH:35][cH:36][c:37]([OH:45])[c:38]([NH:40][S:41](=[O:42])(=[O:43])[CH3:44])[cH:39]1>>[CH3:1][O:2][C:3](=[O:4])[N:5]([S:6](=[O:7])(=[O:8])[c:9]1[cH:10][cH:11][c:12]([N:15]2[CH2:16][CH2:17][CH:18]([NH:30][CH2:31][CH:32]([OH:33])[c:34]3[cH:35][cH:36][c:37]([OH:45])[c:38]([NH:40][S:41](=[O:42])(=[O:43])[CH3:44])[cH:39]3)[CH2:19][CH2:20]2)[cH:13][cH:14]1)[CH2:22][C:23](=[O:24])[O:25][C:26]([CH3:27])([CH3:28])[CH3:29].